This data is from the Open Reaction Database (ORD), a public repository of structured organic reaction records. The task is: describe an organic reaction: reactants, conditions, products, and yield Starting materials: CCN1CCc2[nH]c3ccccc3c2C1, C=Cc1ccc(C)cc1, [H-], [Na+], CN(C)C=O. Yields the product CCN1CCc2c(c3ccccc3n2CCc2ccc(C)cc2)C1. Reaction SMILES: [CH2:1]([CH3:2])[N:3]1[CH2:4][c:5]2[c:6]([nH:7][c:8]3[cH:9][cH:10][cH:11][cH:12][c:13]23)[CH2:14][CH2:15]1.[CH3:16][c:17]1[cH:18][cH:19][c:20]([CH:21]=[CH2:22])[cH:23][cH:24]1.[H-:26].[Na+:25].[O:27]=[CH:28][N:29]([CH3:30])[CH3:31]>>[CH2:1]([CH3:2])[N:3]1[CH2:4][c:5]2[c:6]([n:7]([CH2:22][CH2:21][c:20]3[cH:19][cH:18][c:17]([CH3:16])[cH:24][cH:23]3)[c:8]3[cH:9][cH:10][cH:11][cH:12][c:13]23)[CH2:14][CH2:15]1. Reactants: OC1=CC=C(C=C1)CC(=O)OC (methyl 4-hydroxyphenylacetate), C(C)(=O)OC(C)=O (acetic anhydride). The solvent is N1=CC=CC=C1 (pyridine). Conditions: time 2 hour. Product: C(C)(=O)OC1=CC=C(C=C1)CC(=O)OC (Methyl 4-acetoxy-phenylacetate). RXN SMILES: [OH:1][C:2]1[CH:7]=[CH:6][C:5]([CH2:8][C:9]([O:11][CH3:12])=[O:10])=[CH:4][CH:3]=1.[C:13](OC(=O)C)(=[O:15])[CH3:14]>N1C=CC=CC=1>[C:13]([O:1][C:2]1[CH:3]=[CH:4][C:5]([CH2:8][C:9]([O:11][CH3:12])=[O:10])=[CH:6][CH:7]=1)(=[O:15])[CH3:14]. Procedure details: 10 g (0.06 mol) of methyl 4-hydroxyphenylacetate are treated with 18.36 g (0.18 mol) of acetic anhydride (17 ml) and 1 ml of pyridine and the mixture is heated to boiling for 2 hours. The solvents are largely evaporated in vacuo, the residue is taken up in water and the solution is extracted with ethyl acetate. After drying using sodium sulphate, the solvent is distilled off in vacuo and a pale yellow, thin oil is obtained. Starting materials: ClCl (chlorine), C25H27Cl2N5O3, ClC1=C(C(=O)O)C=CC(=C1)C(=O)N[C@@H](C)C1=NC2=C(N1)C=CC(=C2)Cl ((1S)-2-chloro-4-{N-[1-(5-chloro-1H-benzimidazol-2-yl)ethyl]aminocarbonyl}benzoic acid), CN(C)C(=[N+](C)C)ON1C2=C(C=CC=C2)N=N1.[B-](F)(F)(F)F (TBTU), C(C)(C)N(CC)C(C)C (diisopropylethylamine), C(C)(=O)N(C)C[C@@H]1NCCC1 ((R)-2-[(N-acetyl-N-methylamino)methyl]pyrrolidine). Run in ClCCl.C(C)O (dichloromethane ethanol), O1CCCC1 (tetrahydrofuran). Product: C(C)(=O)N(C)C[C@@H]1N(CCC1)C(=O)C1=C(C=C(C(=O)N[C@@H](C)C2=NC3=C(N2)C=CC(=C3)Cl)C=C1)Cl (4-{(2R)-2-[(N-acetyl-N-methylamino)methyl]pyrrolidin-1-ylcarbonyl}-N-[(1S)-1-(5-chloro-1H-benzimidazol-2-yl)ethyl]-3-chlorobenzamide). Yield: 17.0%. Reaction SMILES: [Cl:1][C:2]1[CH:10]=[C:9]([C:11]([NH:13][C@H:14]([C:16]2[NH:20][C:19]3[CH:21]=[CH:22][C:23]([Cl:25])=[CH:24][C:18]=3[N:17]=2)[CH3:15])=[O:12])[CH:8]=[CH:7][C:3]=1[C:4](O)=[O:5].CN(C(ON1N=NC2C=CC=CC1=2)=[N+](C)C)C.[B-](F)(F)(F)F.C(N(C(C)C)CC)(C)C.[C:57]([N:60]([CH2:62][C@H:63]1[CH2:67][CH2:66][CH2:65][NH:64]1)[CH3:61])(=[O:59])[CH3:58].ClCl>O1CCCC1.ClCCl.C(O)C>[C:57]([N:60]([CH2:62][C@H:63]1[CH2:67][CH2:66][CH2:65][N:64]1[C:4]([C:3]1[CH:7]=[CH:8][C:9]([C:11]([NH:13][C@H:14]([C:16]2[NH:20][C:19]3[CH:21]=[CH:22][C:23]([Cl:25])=[CH:24][C:18]=3[N:17]=2)[CH3:15])=[O:12])=[CH:10][C:2]=1[Cl:1])=[O:5])[CH3:61])(=[O:59])[CH3:58] |f:1.2,7.8|. Reported procedure: Prepared analogously to Example 1g from (1S)-2-chloro-4-{N-[1-(5-chloro-1H-benzimidazol-2-yl)ethyl]aminocarbonyl}benzoic acid, TBTU, diisopropylethylamine, and (R)-2-[(N-acetyl-N-methylamino)methyl]pyrrolidine in tetrahydrofuran. Yield: 17%; Rf value: 0.40 (silica gel: dichloromethane/ethanol=9:1); C25H27Cl2N5O3 (516.426); mass spectrum: (M+H)+=516/518/520 (chlorine isotope). Reactants: Cn1c([N+](=O)[O-])cnc1COC(=O)c1ccccc1, CN(C)C=O, Sc1ccccn1. Product: Cn1c([N+](=O)[O-])cnc1CSc1ccccn1. Reaction SMILES: [CH3:1][n:2]1[c:3]([CH2:10][O:11][C:12](=[O:13])[c:14]2[cH:15][cH:16][cH:17][cH:18][cH:19]2)[n:4][cH:5][c:6]1[N+:7](=[O:8])[O-:9].[CH3:27][N:28]([CH3:29])[CH:30]=[O:31].[SH:20][c:21]1[n:22][cH:23][cH:24][cH:25][cH:26]1>>[CH3:1][n:2]1[c:3]([CH2:10][S:20][c:21]2[n:22][cH:23][cH:24][cH:25][cH:26]2)[n:4][cH:5][c:6]1[N+:7](=[O:8])[O-:9]. Yields the product CCc1ccc(C(Br)COc2ccc(C=C3SC(=O)NC3=O)cc2)nc1. As a reaction SMILES: [Br:1][CH:2]([CH2:3][O:4][c:5]1[cH:6][cH:7][c:8]([CH:9]=[O:10])[cH:11][cH:12]1)[c:13]1[n:14][cH:15][c:16]([CH2:19][CH3:20])[cH:17][cH:18]1.[CH2:32]1[CH2:33][CH2:34][NH:35][CH2:36][CH2:37]1.[CH3:28][C:29](=[O:30])[OH:31].[CH3:38][c:39]1[cH:40][cH:41][cH:42][cH:43][cH:44]1.[S:21]1[C:22](=[O:27])[NH:23][C:24](=[O:26])[CH2:25]1>>[Br:1][CH:2]([CH2:3][O:4][c:5]1[cH:6][cH:7][c:8]([CH:9]=[C:25]2[S:21][C:22](=[O:27])[NH:23][C:24]2=[O:26])[cH:11][cH:12]1)[c:13]1[n:14][cH:15][c:16]([CH2:19][CH3:20])[cH:17][cH:18]1. The reactants are CCc1ccc(C(Br)COc2ccc(C=O)cc2)nc1, C1CCNCC1, CC(=O)O, Cc1ccccc1, O=C1CSC(=O)N1. Product: Cc1ccnc(CN)c1Oc1cc(Cl)cc(Br)c1. As a reaction SMILES: [Al+3:20].[Br:1][c:2]1[cH:3][c:4]([O:5][c:6]2[c:7]([C:13]#[N:14])[n:8][cH:9][cH:10][c:11]2[CH3:12])[cH:15][c:16]([Cl:18])[cH:17]1.[H-:19].[H-:22].[H-:23].[H-:24].[Li+:21].[Na+:27].[O:28]1[CH2:29][CH2:30][CH2:31][CH2:32]1.[OH-:26].[OH2:25]>>[Br:1][c:2]1[cH:3][c:4]([O:5][c:6]2[c:7]([CH2:13][NH2:14])[n:8][cH:9][cH:10][c:11]2[CH3:12])[cH:15][c:16]([Cl:18])[cH:17]1. Starting materials: [Al+3], Cc1ccnc(C#N)c1Oc1cc(Cl)cc(Br)c1, [H-], [H-], [H-], [H-], [Li+], [Na+], C1CCOC1, [OH-], O. Reactants: [BH3-]C#N, CNC, CC(C)[O-], CC(C)[O-], CC(C)[O-], CC(C)[O-], CCO, CCOC(=O)CC1OC(c2cccc3ccccc23)c2cc(Cl)ccc2N(CC(C)(C)C=O)C1=O, [Na+], [Na+], [OH-], [Ti+4]. Yields the product CCOC(=O)CC1OC(c2cccc3ccccc23)c2cc(Cl)ccc2N(CC(C)(C)CN(C)C)C1=O. Reaction SMILES: [C:39]([BH3-:40])#[N:41].[CH3:1][NH:2][CH3:3].[CH3:45][CH:46]([CH3:47])[O-:48].[CH3:49][CH:50]([CH3:51])[O-:52].[CH3:53][CH:54]([CH3:55])[O-:56].[CH3:57][CH:58]([CH3:59])[O-:60].[CH3:62][CH2:63][OH:64].[Cl:4][c:5]1[cH:6][cH:7][c:8]2[c:9]([cH:38]1)[CH:10]([c:28]1[cH:29][cH:30][cH:31][c:32]3[cH:33][cH:34][cH:35][cH:36][c:37]13)[O:11][CH:12]([CH2:22][C:23](=[O:24])[O:25][CH2:26][CH3:27])[C:13](=[O:21])[N:14]2[CH2:15][C:16]([CH3:17])([CH3:18])[CH:19]=[O:20].[Na+:42].[Na+:44].[OH-:43].[Ti+4:61]>>[CH3:1][N:2]([CH3:3])[CH2:19][C:16]([CH2:15][N:14]1[c:8]2[cH:7][cH:6][c:5]([Cl:4])[cH:38][c:9]2[CH:10]([c:28]2[cH:29][cH:30][cH:31][c:32]3[cH:33][cH:34][cH:35][cH:36][c:37]23)[O:11][CH:12]([CH2:22][C:23](=[O:24])[O:25][CH2:26][CH3:27])[C:13]1=[O:21])([CH3:17])[CH3:18].